describe an organic reaction: reactants, conditions, products, and yield From a dataset of the Open Reaction Database (ORD), a public repository of structured organic reaction records. Starting materials: CNC1=CN=NC=C1C1=C(C=CC=C1)C (methyl-(5-o-tolyl-pyridazin-4-yl)-amine), ClC=1C=C(C(=O)O)C=C(C1)S(=O)(=O)C (3-chloro-5-methanesulfonyl-benzoic acid). The product is ClC=1C=C(C(=O)N(C2=CN=NC=C2C2=C(C=CC=C2)C)C)C=C(C1)S(=O)(=O)C (3-Chloro-5-methanesulfonyl-N-methyl-N-(5-o-tolyl-pyridazin-4-yl)-benzamide). Isolated yield 44.0%. Reaction SMILES: [CH3:1][NH:2][C:3]1[C:8]([C:9]2[CH:14]=[CH:13][CH:12]=[CH:11][C:10]=2[CH3:15])=[CH:7][N:6]=[N:5][CH:4]=1.[Cl:16][C:17]1[CH:18]=[C:19]([CH:23]=[C:24]([S:26]([CH3:29])(=[O:28])=[O:27])[CH:25]=1)[C:20]([OH:22])=O>>[Cl:16][C:17]1[CH:18]=[C:19]([CH:23]=[C:24]([S:26]([CH3:29])(=[O:28])=[O:27])[CH:25]=1)[C:20]([N:2]([CH3:1])[C:3]1[C:8]([C:9]2[CH:14]=[CH:13][CH:12]=[CH:11][C:10]=2[CH3:15])=[CH:7][N:6]=[N:5][CH:4]=1)=[O:22]. Reported procedure: The title compound was prepared in analogy to example 1, from methyl-(5-o-tolyl-pyridazin-4-yl)-amine and 3-chloro-5-methanesulfonyl-benzoic acid. A second purification step using preparative HPLC (Gemini NX column) with a gradient of acetonitrile:water with 0.05% formic acid (80:20 to 98:2) gave the desired compound as a colorless solid (44%). MS (ESI+): m/z=416.083 ([M+H]+).